describe an organic reaction: reactants, conditions, products, and yield From a dataset of the Open Reaction Database (ORD), a public repository of structured organic reaction records. The reactants are [OH-].[Na+] (sodium hydroxide), NCC1=CN=C(S1)Cl (5-(Aminomethyl)-2-chlorothiazole), COC(N[N+](=O)[O-])=N (O-methyl-N-nitroisourea), Cl (hydrochloric acid). The solvent is O (water). Run at time 20 hour. The product is COC(NCC1=CN=C(S1)Cl)=N[N+](=O)[O-] (O-methyl-N-(2-chloro-5-thiazolylmethyl)-N'-nitroisourea). The yield is 62.6%. As a reaction SMILES: [NH2:1][CH2:2][C:3]1[S:7][C:6]([Cl:8])=[N:5][CH:4]=1.Cl.[CH3:10][O:11][C:12](=N)[NH:13][N+:14]([O-:16])=[O:15].[OH-].[Na+]>O>[CH3:10][O:11][C:12](=[N:13][N+:14]([O-:16])=[O:15])[NH:1][CH2:2][C:3]1[S:7][C:6]([Cl:8])=[N:5][CH:4]=1 |f:3.4|. Procedure: 5-(Aminomethyl)-2-chlorothiazole (7.43 g, 50.0 mmol) was dissolved in water (96 ml), and concentrated hydrochloric acid (4.22 ml, 50.0 mmol) was added. To this reaction mixture was added O-methyl-N-nitroisourea (7.19 g, 60.0 mmol), and adjusted to pH 6.7 with aqueous sodium hydroxide solution (0.5 N) using PH meter. After 20 hours of stirring at room temperature, maintaining pH 6.7, the resulting white crystals were collecte by filtration under reduced pressure, and washed with water. The washed... Starting materials: C=C1c2ccccc2COc2ccc(C(=O)OC)cc21, CN1CCNCC1, ClCC(Cl)(Cl)Cl, O=C(O)C(F)(F)F. Yields the product COC(=O)c1ccc2c(c1)C(=CCN1CCN(C)CC1)c1ccccc1CO2. RXN SMILES: [CH2:15]=[C:16]1[c:17]2[c:18]([cH:27][cH:28][c:29]([C:31](=[O:32])[O:33][CH3:34])[cH:30]2)[O:19][CH2:20][c:21]2[c:22]1[cH:23][cH:24][cH:25][cH:26]2.[CH3:1][N:2]1[CH2:3][CH2:4][NH:5][CH2:6][CH2:7]1.[Cl:35][CH2:36][C:37]([Cl:38])([Cl:39])[Cl:40].[OH:8][C:9]([C:10]([F:11])([F:12])[F:13])=[O:14]>>[CH3:1][N:2]1[CH2:3][CH2:4][N:5]([CH2:9][CH:15]=[C:16]2[c:17]3[c:18]([cH:27][cH:28][c:29]([C:31](=[O:32])[O:33][CH3:34])[cH:30]3)[O:19][CH2:20][c:21]3[c:22]2[cH:23][cH:24][cH:25][cH:26]3)[CH2:6][CH2:7]1. Reactants: CCCn1c(-c2ccnc(Nc3ccc(S(=O)(=O)NCCOCC)cc3)n2)cnc1CSCC, CO, [O-][I+3]([O-])([O-])[O-], [Na+], O. The product is CCCn1c(-c2ccnc(Nc3ccc(S(=O)(=O)NCCOCC)cc3)n2)cnc1CS(=O)CC. Reaction SMILES: [CH2:7]([CH3:8])[S:9][CH2:10][c:11]1[n:12]([CH2:38][CH2:39][CH3:40])[c:13](-[c:16]2[n:17][c:18]([NH:22][c:23]3[cH:24][cH:25][c:26]([S:29]([NH:30][CH2:31][CH2:32][O:33][CH2:34][CH3:35])(=[O:36])=[O:37])[cH:27][cH:28]3)[n:19][cH:20][cH:21]2)[cH:14][n:15]1.[CH3:42][OH:43].[I+3:1]([O-:2])([O-:3])([O-:4])[O-:5].[Na+:6].[OH2:41]>>[O:2]=[S:9]([CH2:7][CH3:8])[CH2:10][c:11]1[n:12]([CH2:38][CH2:39][CH3:40])[c:13](-[c:16]2[n:17][c:18]([NH:22][c:23]3[cH:24][cH:25][c:26]([S:29]([NH:30][CH2:31][CH2:32][O:33][CH2:34][CH3:35])(=[O:36])=[O:37])[cH:27][cH:28]3)[n:19][cH:20][cH:21]2)[cH:14][n:15]1. The reactants are C(C)OC(=O)C=1C=C(C=CC1)C1=CC=C(C=C1)C (4′-methyl-biphenyl-3-carboxylic acid ethyl ester), BrC=1C=C(C(=O)OCC)C=CC1 (Ethyl 3-bromobenzoate), C1(=C(C=CC=C1)B(O)O)C (o-tolylboronic acid), C([O-])([O-])=O.[Na+].[Na+] (sodium carbonate), C1(=CC=CC=C1)P(C1=CC=CC=C1)C1=CC=CC=C1 (triphenylphosphine). The reagents and catalysts are C(C)(=O)[O-].[Pd+2].C(C)(=O)[O-] (palladium(II) acetate), [Cu]I (copper(I) iodide). The solvent is C1CCOC1 (THF). Product: C(C)OC(=O)C=1C=C(C=CC1)C1=C(C=CC=C1)C (2′-Methyl-biphenyl-3-carboxylic acid ethyl ester). As a reaction SMILES: [CH2:1]([O:3][C:4]([C:6]1[CH:7]=[C:8]([C:12]2[CH:17]=[CH:16][C:15](C)=[CH:14][CH:13]=2)[CH:9]=[CH:10][CH:11]=1)=[O:5])[CH3:2].Br[C:20]1C=C(C=CC=1)C(OCC)=O.C1(C)C=CC=CC=1B(O)O.C(=O)([O-])[O-].[Na+].[Na+].C1(P(C2C=CC=CC=2)C2C=CC=CC=2)C=CC=CC=1>C1COCC1.C([O-])(=O)C.[Pd+2].C([O-])(=O)C.[Cu]I>[CH2:1]([O:3][C:4]([C:6]1[CH:7]=[C:8]([C:12]2[CH:13]=[CH:14][CH:15]=[CH:16][C:17]=2[CH3:20])[CH:9]=[CH:10][CH:11]=1)=[O:5])[CH3:2] |f:3.4.5,8.9.10|. Procedure details: 2′-Methyl-biphenyl-3-carboxylic acid ethyl ester was synthesized as described for 4′-methyl-biphenyl-3-carboxylic acid ethyl ester. Ethyl 3-bromobenzoate (8.02 g, 35.03 mmol, 1 eq.) and o-tolylboronic acid (5.0 g, 36.78 mmol, 1.05 eq.) in THF were treated with aqueous 2M sodium carbonate (38.5 mL, 77.07 mmol, 2.2 eq.), palladium(II) acetate (0.79 g, 3.50 mmol, 10 mol %), triphenylphosphine (4.04 g, 15.40 mmol, 4.4×Pd), and copper(I) iodide (0.22 g, catalyst). When complete, the reaction was work... Reactants: OC1=C(C(=CC2=C1[C@@]1(C(C3=CC=4C(C(=CC(C4C(=C3C([C@@]1([C@@H](C2)O)OC)=O)O)=O)NC2O[C@H]([C@@H]([C@H]([C@H]2OC)O)OC)C)=O)=O)O)C)C(=O)O ((6R,6aS,14aR)-1,6,8,14a-tetrahydroxy-11-((3R,4R,5R,6S)-4-hydroxy-3,5-dimethoxy-6-methyltetrahydro-2H-pyran-2-ylamino)-6a-methoxy-3-methyl-7,9,12,14-tetraoxo-5,6,6a,7,9,12,14,14a-octahydrobenzo[a]tetracene-2-carboxylic acid), polystyrene carbodiimide, O.ON1N=NC2=C1C=CC=C2 (1-hydroxybenzotriazole hydrate), C1(CCCCC1)N (cyclohexylamine). Run in C1CCOC1 (THF). Run at time 4 hour. Product: C1(CCCCC1)NC(=O)C=1C(=CC2=C([C@@]3(C(C4=CC=5C(C(=CC(C5C(=C4C([C@@]3([C@@H](C2)O)OC)=O)O)=O)NC2O[C@H]([C@@H]([C@H]([C@H]2OC)O)OC)C)=O)=O)O)C1O)C ((6R,6aS,14aR)—N-cyclohexyl-1,6,8,14a-tetrahydroxy-11-((3R,4R,5R,6S)-4-hydroxy-3,5-dimethoxy-6-methyltetrahydro-2H-pyran-2-ylamino)-6a-methoxy-3-methyl-7,9,12,14-tetraoxo-5,6,6a,7,9,12,14,14a-octahydrobenzo[a]tetracene-2-carboxamide). As a reaction SMILES: [OH:1][C:2]1[C:7]2[C@@:8]3([OH:45])[C@@:21]([O:25][CH3:26])([C@H:22]([OH:24])[CH2:23][C:6]=2[CH:5]=[C:4]([CH3:46])[C:3]=1[C:47]([OH:49])=O)[C:20](=[O:27])[C:19]1[C:10](=[CH:11][C:12]2[C:13](=[O:43])[C:14]([NH:30][CH:31]4[C@H:36]([O:37][CH3:38])[C@H:35]([OH:39])[C@@H:34]([O:40][CH3:41])[C@H:33]([CH3:42])[O:32]4)=[CH:15][C:16](=[O:29])[C:17]=2[C:18]=1[OH:28])[C:9]3=[O:44].O.O[N:52]1[C:56]2[CH:57]=[CH:58][CH:59]=[CH:60][C:55]=2N=N1.C1(N)CCCCC1>C1COCC1>[CH:56]1([NH:52][C:47]([C:3]2[C:4]([CH3:46])=[CH:5][C:6]3[CH2:23][C@@H:22]([OH:24])[C@:21]4([O:25][CH3:26])[C@@:8]([OH:45])([C:9](=[O:44])[C:10]5[C:19]([C:20]4=[O:27])=[C:18]([OH:28])[C:17]4[C:16](=[O:29])[CH:15]=[C:14]([NH:30][CH:31]6[C@H:36]([O:37][CH3:38])[C@H:35]([OH:39])[C@@H:34]([O:40][CH3:41])[C@H:33]([CH3:42])[O:32]6)[C:13](=[O:43])[C:12]=4[CH:11]=5)[C:7]=3[C:2]=2[OH:1])=[O:49])[CH2:57][CH2:58][CH2:59][CH2:60][CH2:55]1 |f:1.2|. Procedure: To a solution of (6R,6aS,14aR)-1,6,8,14a-tetrahydroxy-11-((3R,4R,5R,6S)-4-hydroxy-3,5-dimethoxy-6-methyltetrahydro-2H-pyran-2-ylamino)-6a-methoxy-3-methyl-7,9,12,14-tetraoxo-5,6,6a,7,9,12,14,14a-octahydrobenzo[a]tetracene-2-carboxylic acid (60 mg, 0.09 mmol) in THF (2 mL) was added polystyrene-carbodiimide (156 mg, 0.18 mmol), 1-hydroxybenzotriazole hydrate (24 mg, 0.18 mmol) and cyclohexylamine (10 mg, 0.13 mmol). The reaction mixture was stirred at room temperature under nitrogen for 4 h. The ... Starting materials: N#N (N2), C(C)C=1OC(=C(N1)C(=O)O)C1=CC=CC=C1 (2-ethyl-5-phenyl-oxazole-4-carboxylic acid), C(C(=O)Cl)(=O)Cl (oxalyl chloride), CN(C)C=O (DMF). Solvent: C1(=CC=CC=C1)C (toluene). Run at time 30 minute. Yields the product C(C)C=1OC(=C(N1)C(=O)Cl)C1=CC=CC=C1 (2-ethyl-5-phenyl-oxazole-4-carbonyl chloride). As a reaction SMILES: N#N.[CH2:3]([C:5]1[O:6][C:7]([C:13]2[CH:18]=[CH:17][CH:16]=[CH:15][CH:14]=2)=[C:8]([C:10](O)=[O:11])[N:9]=1)[CH3:4].CN(C=O)C.C(Cl)(=O)C([Cl:27])=O>C1(C)C=CC=CC=1>[CH2:3]([C:5]1[O:6][C:7]([C:13]2[CH:18]=[CH:17][CH:16]=[CH:15][CH:14]=2)=[C:8]([C:10]([Cl:27])=[O:11])[N:9]=1)[CH3:4]. Reported procedure: In a flame dried round-bottomed flask equipped with a magnetic stir bar and under inert atmosphere (N2), a suspension of 2-ethyl-5-phenyl-oxazole-4-carboxylic acid (54 mg, 0.25 mmol) in toluene (1.0 mL) was treated with a drop of DMF followed by oxalyl chloride (0.08 mL, 0.86 mmol) and the resulting yellow solution was stirred at rt for 30 min. The solvent was then removed under reduced pressure (coevaporation with toluene) to give 2-ethyl-5-phenyl-oxazole-4-carbonyl chloride.